This data is from the Open Reaction Database (ORD), a public repository of structured organic reaction records. The task is: describe an organic reaction: reactants, conditions, products, and yield Starting materials: O=C([O-])O, CCN=C=NCCCN(C)C, CC1(c2cccc(NS(C)(=O)=O)c2)C2CNCC21, CN(C)C=O, CO, Cl, Cl, [Na+], O, On1nnc2ccccc21, O=C(O)CCc1cccs1. Product: CC1(c2cccc(NS(C)(=O)=O)c2)C2CN(C(=O)CCc3cccs3)CC21. As a reaction SMILES: [C:53](=[O:54])([O-:55])[OH:56].[CH3:23][N:24]([CH3:25])[CH2:26][CH2:27][CH2:28][N:29]=[C:30]=[N:31][CH2:32][CH3:33].[CH3:35][C:36]1([c:42]2[cH:43][c:44]([NH:48][S:49](=[O:50])(=[O:51])[CH3:52])[cH:45][cH:46][cH:47]2)[CH:37]2[CH2:38][NH:39][CH2:40][CH:41]12.[CH3:58][N:59]([CH3:60])[CH:61]=[O:62].[CH3:63][OH:64].[ClH:22].[ClH:34].[Na+:57].[OH2:11].[OH:12][n:13]1[c:14]2[cH:15][cH:16][cH:17][cH:18][c:19]2[n:20][n:21]1.[s:1]1[c:2]([CH2:6][CH2:7][C:8](=[O:9])[OH:10])[cH:3][cH:4][cH:5]1>>[s:1]1[c:2]([CH2:6][CH2:7][C:8](=[O:10])[N:39]2[CH2:38][CH:37]3[C:36]([CH3:35])([c:42]4[cH:43][c:44]([NH:48][S:49](=[O:50])(=[O:51])[CH3:52])[cH:45][cH:46][cH:47]4)[CH:41]3[CH2:40]2)[cH:3][cH:4][cH:5]1.